Dataset: the Open Reaction Database (ORD), a public repository of structured organic reaction records. Task: describe an organic reaction: reactants, conditions, products, and yield Reactants: CC(=O)c1cccc(S(=O)(=O)F)c1, C1COCCN1, C1CCOC1. Yields the product CC(=O)c1cccc(S(=O)(=O)N2CCOCC2)c1. RXN SMILES: [C:1]([CH3:2])(=[O:3])[c:4]1[cH:5][c:6]([S:10](=[O:11])(=[O:12])[F:13])[cH:7][cH:8][cH:9]1.[CH2:14]1[CH2:15][O:16][CH2:17][CH2:18][NH:19]1.[CH2:20]1[O:21][CH2:22][CH2:23][CH2:24]1>>[C:1]([CH3:2])(=[O:3])[c:4]1[cH:5][c:6]([S:10](=[O:11])(=[O:12])[N:19]2[CH2:14][CH2:15][O:16][CH2:17][CH2:18]2)[cH:7][cH:8][cH:9]1. Reactants: N#Cc1ccc(Br)cc1, C#CCCC(=O)O, C1CCNCC1, CCOC(C)=O. Product: N#Cc1ccc(C#CCCC(=O)O)cc1. Reaction SMILES: [Br:8][c:9]1[cH:10][cH:11][c:12]([C:13]#[N:14])[cH:15][cH:16]1.[C:1]([CH2:2][CH2:3][C:4]#[CH:5])(=[O:6])[OH:7].[CH2:17]1[CH2:18][CH2:19][NH:20][CH2:21][CH2:22]1.[CH3:23][CH2:24][O:25][C:26](=[O:27])[CH3:28]>>[C:1]([CH2:2][CH2:3][C:4]#[C:5][c:9]1[cH:10][cH:11][c:12]([C:13]#[N:14])[cH:15][cH:16]1)(=[O:6])[OH:7]. The reactants are OCCC[C@@]1(CCN(C(O1)=O)[C@@H](C)C1=CC=C(C=C1)C1=CC=NC=C1)C1=CC=CC=C1 ((R)-6-(3-hydroxypropyl)-6-phenyl-3-((S)-1-(4-(pyridin-4-yl)phenyl)ethyl)-1,3-oxazinan-2-one), N (ammonia). Product: O=C1O[C@](CCN1[C@@H](C)C1=CC=C(C=C1)C1=CC=NC=C1)(C1=CC=CC=C1)CCC(=O)N (3-((R)-2-oxo-6-phenyl-3-((S)-1-(4-(pyridin-4-yl)phenyl)ethyl)-1,3-oxazinan-6-yl)propanamide). As a reaction SMILES: [OH:1][CH2:2][CH2:3][CH2:4][C@@:5]1([C:26]2[CH:31]=[CH:30][CH:29]=[CH:28][CH:27]=2)[O:10][C:9](=[O:11])[N:8]([C@H:12]([C:14]2[CH:19]=[CH:18][C:17]([C:20]3[CH:25]=[CH:24][N:23]=[CH:22][CH:21]=3)=[CH:16][CH:15]=2)[CH3:13])[CH2:7][CH2:6]1.[NH3:32]>>[O:11]=[C:9]1[N:8]([C@H:12]([C:14]2[CH:19]=[CH:18][C:17]([C:20]3[CH:25]=[CH:24][N:23]=[CH:22][CH:21]=3)=[CH:16][CH:15]=2)[CH3:13])[CH2:7][CH2:6][C@:5]([CH2:4][CH2:3][C:2]([NH2:32])=[O:1])([C:26]2[CH:31]=[CH:30][CH:29]=[CH:28][CH:27]=2)[O:10]1. Procedure details: The title compound was prepared from (R)-6-(3-hydroxypropyl)-6-phenyl-3-((S)-1-(4-(pyridin-4-yl)phenyl)ethyl)-1,3-oxazinan-2-one employing a procedure analogous to that described in Example 12 Step 2, followed by a procedure analogous to that described in Example 8 Step 2 using ammonia. LC-MS Method 2 tR=1.327 min, m/z=430.2; 1H NMR (CDCl3) 1.49 (m, 3H), 1.93 (m, 1H), 2.12-2.34 (m, 5H), 2.44 (m, 1H), 2.94 (m, 1H), 5.46 (m, 2H), 5.67 (m, 1H), 7.08 (m, 2H), 7.19-7.42 (m, 5H), 7.45 (m, 2H), 7.80 (m... Starting materials: BrCC(=O)C1=CC=2CCCCC2C=C1 (2-bromo-1-(5,6,7,8-tetrahydronaphthalen-2-yl)ethanone), C(C)(C)(C)OC(=O)N1CCC(CC1)C(N)=S (4-thiocarbamoylpiperidine-1-carboxylic acid tert-butyl ester). Product: C1=C(C=CC=2CCCCC12)C=1N=C(SC1)C1CCNCC1 (4-[4-(5,6,7,8-tetrahydronaphthalen-2-yl)thiazol-2-yl]-piperidine). Reaction SMILES: Br[CH2:2][C:3]([C:5]1[CH:14]=[CH:13][C:12]2[CH2:11][CH2:10][CH2:9][CH2:8][C:7]=2[CH:6]=1)=O.C(OC([N:22]1[CH2:27][CH2:26][CH:25]([C:28](=[S:30])[NH2:29])[CH2:24][CH2:23]1)=O)(C)(C)C>>[CH:6]1[C:7]2[CH2:8][CH2:9][CH2:10][CH2:11][C:12]=2[CH:13]=[CH:14][C:5]=1[C:3]1[N:29]=[C:28]([CH:25]2[CH2:26][CH2:27][NH:22][CH2:23][CH2:24]2)[S:30][CH:2]=1. Procedure: The preparation is carried out as described starting from 8 g (31.6 mmol) of 2-bromo-1-(5,6,7,8-tetrahydronaphthalen-2-yl)ethanone and 8 g (32.7 mmol) of 4-thiocarbamoylpiperidine-1-carboxylic acid tert-butyl ester. The reactants are FC1=CC=C(C=C1)C(=O)NCCSCC(CC(=O)OCC)C(C=1C=NC=CC1)=O (ethyl 3-({2-[(4-fluorophenyl)carbonylamino]ethylthio}methyl)-4-oxo-4-(3-pyridyl)butanoate), [OH-].[Li+] (lithium hydroxide). Solvent: C(C)O.O (ethanol water). Yields the product FC1=CC=C(C=C1)C(=O)NCCSCC(CC(=O)O)C(C=1C=NC=CC1)=O (3-({2-[(4-fluorophenyl)carbonylamino]ethylthio}methyl)-4-oxo-4-(3-pyridyl)butanoic acid). Isolated yield 97.5%. Reaction SMILES: [F:1][C:2]1[CH:7]=[CH:6][C:5]([C:8]([NH:10][CH2:11][CH2:12][S:13][CH2:14][CH:15]([C:22](=[O:29])[C:23]2[CH:24]=[N:25][CH:26]=[CH:27][CH:28]=2)[CH2:16][C:17]([O:19]CC)=[O:18])=[O:9])=[CH:4][CH:3]=1.[OH-].[Li+]>C(O)C.O>[F:1][C:2]1[CH:3]=[CH:4][C:5]([C:8]([NH:10][CH2:11][CH2:12][S:13][CH2:14][CH:15]([C:22](=[O:29])[C:23]2[CH:24]=[N:25][CH:26]=[CH:27][CH:28]=2)[CH2:16][C:17]([OH:19])=[O:18])=[O:9])=[CH:6][CH:7]=1 |f:1.2,3.4|. Procedure details: A solution of ethyl 3-({2-[(4-fluorophenyl)carbonylamino]ethylthio}methyl)-4-oxo-4-(3-pyridyl)butanoate (100 mg) and lithium hydroxide (1 eq) was stirred a temperature in ethanol-water (1:1, 2 mL) till the starting material disappeared. The solution was acidified and purified on preparative HPLC (C-18 prep column, 10% to 90% acetonitrile in water both containing 0.1% TFA) to give 91 mg of 3-({2-[(4-fluorophenyl)carbonylamino]ethylthio}methyl)-4-oxo-4-(3-pyridyl)butanoic acid. The acid (91 mg) wa...